Dataset: the Open Reaction Database (ORD), a public repository of structured organic reaction records. Task: describe an organic reaction: reactants, conditions, products, and yield Reactants: NC=1C=NC=CC1 (3-Amino-pyridine), CCN(C(C)C)C(C)C (DIPEA), C1(=CC=CC=C1)P(=O)(C1=CC=CC=C1)Cl (diphenylphosphinic chloride), FC(C(=O)O)(F)F.ClC=1C(=C(C=CC1)[C@H]1[C@@H](N[C@H]([C@]1(C#N)C1=C(C=C(C=C1)Cl)F)CC(C)(C)C)C(=O)O)F ((2R,3S,4R,5S)-3-(3-chloro-2-fluorophenyl)-4-(4-chloro-2-fluorophenyl)-4-cyano-5-neopentylpyrrolidine-2-carboxylic acid compound with 2,2,2-trifluoroacetic acid). The solvent is C(Cl)Cl (CH2Cl2). Reaction conditions: time 20 minute. The product is N1=CC(=CC=C1)NC(=O)[C@@H]1N[C@H]([C@]([C@H]1C1=C(C(=CC=C1)Cl)F)(C#N)C1=C(C=C(C=C1)Cl)F)CC(C)(C)C ((2R,3S,4R,5S)-4-(4-Chloro-2-fluoro-phenyl)-3-(3-chloro-2-fluoro-phenyl)-4-cyano-5-(2,2-dimethyl-propyl)-pyrrolidine-2-carboxylic acid pyridin-3-ylamide). As a reaction SMILES: FC(F)(F)C(O)=O.[Cl:8][C:9]1[C:10]([F:38])=[C:11]([C@@H:15]2[C@:19]([C:22]3[CH:27]=[CH:26][C:25]([Cl:28])=[CH:24][C:23]=3[F:29])([C:20]#[N:21])[C@H:18]([CH2:30][C:31]([CH3:34])([CH3:33])[CH3:32])[NH:17][C@H:16]2[C:35]([OH:37])=O)[CH:12]=[CH:13][CH:14]=1.CCN(C(C)C)C(C)C.C1(P(Cl)(C2C=CC=CC=2)=O)C=CC=CC=1.[NH2:63][C:64]1[CH:65]=[N:66][CH:67]=[CH:68][CH:69]=1>C(Cl)Cl>[N:66]1[CH:67]=[CH:68][CH:69]=[C:64]([NH:63][C:35]([C@H:16]2[C@H:15]([C:11]3[CH:12]=[CH:13][CH:14]=[C:9]([Cl:8])[C:10]=3[F:38])[C@:19]([C:22]3[CH:27]=[CH:26][C:25]([Cl:28])=[CH:24][C:23]=3[F:29])([C:20]#[N:21])[C@H:18]([CH2:30][C:31]([CH3:32])([CH3:34])[CH3:33])[NH:17]2)=[O:37])[CH:65]=1 |f:0.1|. Reported procedure: In a 25 mL round-bottomed flask, (2R,3S,4R,5S)-3-(3-chloro-2-fluorophenyl)-4-(4-chloro-2-fluorophenyl)-4-cyano-5-neopentylpyrrolidine-2-carboxylic acid compound with 2,2,2-trifluoroacetic acid (1:1) (200 mg, 344 μmol, Eq: 1.00), was combined with CH2Cl2 (3 ml) to give a colorless solution. DIPEA (240 μl, 1.38 mmol, Eq: 4) and diphenylphosphinic chloride (244 mg, 1.03 mmol, Eq: 3) were added and the reaction was stirred at RT for 20 minutes. 3-Amino-pyridine (38.9 mg, 413 μmol, Eq: 1.2) was added... Reactants: [N+](=O)([O-])C=1C=C(C=C(C1)C(F)(F)F)C(=O)N1CCN(CC1)C ((3-nitro-5-(trifluoromethyl)phenyl)-(4-methylpiperazin-1-yl)methanone), [H][H] (hydrogen). The reagents and catalysts are [C].[Pd] (palladium carbon). Solvent: CO (methanol). Product: NC=1C=C(C=C(C1)C(F)(F)F)C(=O)N1CCN(CC1)C ((3-amino-5-(trifluoromethyl)phenyl)(4-methylpiperazin-1-yl)methanone). As a reaction SMILES: [N+:1]([C:4]1[CH:5]=[C:6]([C:14]([N:16]2[CH2:21][CH2:20][N:19]([CH3:22])[CH2:18][CH2:17]2)=[O:15])[CH:7]=[C:8]([C:10]([F:13])([F:12])[F:11])[CH:9]=1)([O-])=O.[H][H]>CO.[C].[Pd]>[NH2:1][C:4]1[CH:5]=[C:6]([C:14]([N:16]2[CH2:21][CH2:20][N:19]([CH3:22])[CH2:18][CH2:17]2)=[O:15])[CH:7]=[C:8]([C:10]([F:11])([F:12])[F:13])[CH:9]=1 |f:3.4|. Procedure details: In 50 mL of methanol, 6.77 g (21 mmol) of (3-nitro-5-(trifluoromethyl)phenyl)-(4-methylpiperazin-1-yl)methanone was dissolved, and 400 mg of 10% palladium carbon was added thereto and the mixture solution was stirred in an hydrogen atmosphere under normal pressures at room temperature for three hours. The catalyst was removed by filtration and the filtrate was concentrated under reduced pressure and the residue was recrystallized from hexane and diethyl ether to obtain 6.14 g (quantitative) of a...